From a dataset of the Open Reaction Database (ORD), a public repository of structured organic reaction records. describe an organic reaction: reactants, conditions, products, and yield Reactants: BrC1=NN(C=N1)C1=CC=C(C=C1)C(F)(F)F (3-bromo-1-(4-(trifluoromethyl)phenyl)-1H-1,2,4-triazole), CC1(OB(OC1(C)C)C1=CC=C(N)C=C1)C (4-(4,4,5,5-tetramethyl-1,3,2-dioxaborolan-2-yl)aniline), C([O-])([O-])=O.[K+].[K+] (potassium carbonate). Reagents/catalysts: [Pd].C1(=CC=CC=C1)P(C1=CC=CC=C1)C1=CC=CC=C1.C1(=CC=CC=C1)P(C1=CC=CC=C1)C1=CC=CC=C1.C1(=CC=CC=C1)P(C1=CC=CC=C1)C1=CC=CC=C1.C1(=CC=CC=C1)P(C1=CC=CC=C1)C1=CC=CC=C1 (tetrakis(triphenylphosphine) palladium(0)). The solvent is COCCOC (1,2-dimethoxyethane), O (water). Conditions: temperature 120 celsius. Product: FC(C1=CC=C(C=C1)N1N=C(N=C1)C1=CC=C(N)C=C1)(F)F (4-(1-(4-(trifluoromethyl)phenyl)-1H-1,2,4-triazol-3-yl)aniline). Yield: 74.5%. As a reaction SMILES: Br[C:2]1[N:6]=[CH:5][N:4]([C:7]2[CH:12]=[CH:11][C:10]([C:13]([F:16])([F:15])[F:14])=[CH:9][CH:8]=2)[N:3]=1.CC1(C)C(C)(C)OB([C:25]2[CH:31]=[CH:30][C:28]([NH2:29])=[CH:27][CH:26]=2)O1.C(=O)([O-])[O-].[K+].[K+]>COCCOC.O.[Pd].C1(P(C2C=CC=CC=2)C2C=CC=CC=2)C=CC=CC=1.C1(P(C2C=CC=CC=2)C2C=CC=CC=2)C=CC=CC=1.C1(P(C2C=CC=CC=2)C2C=CC=CC=2)C=CC=CC=1.C1(P(C2C=CC=CC=2)C2C=CC=CC=2)C=CC=CC=1>[F:14][C:13]([F:16])([F:15])[C:10]1[CH:11]=[CH:12][C:7]([N:4]2[CH:5]=[N:6][C:2]([C:25]3[CH:31]=[CH:30][C:28]([NH2:29])=[CH:27][CH:26]=3)=[N:3]2)=[CH:8][CH:9]=1 |f:2.3.4,7.8.9.10.11|. Procedure: To 3-bromo-1-(4-(trifluoromethyl)phenyl)-1H-1,2,4-triazole (5.64 g, 18.35 mmol) was added 4-(4,4,5,5-tetramethyl-1,3,2-dioxaborolan-2-yl)aniline (7.42 g, 33.9 mmol), tetrakis(triphenylphosphine) palladium(0) (3.30 g, 2.86 mmol), and potassium carbonate (7.82 g, 56.6 mmol) in 1,2-dimethoxyethane (75 mL) and water (18 mL). The mixture was degassed with nitrogen for 10 minutes. The reaction mixture was heated at 120° C. for 20 h. The reaction was cooled to room temperature and diluted with ethyl ac...